Dataset: the Open Reaction Database (ORD), a public repository of structured organic reaction records. Task: describe an organic reaction: reactants, conditions, products, and yield Starting materials: [BH3-]C#N, C=NN1CCN(S(=O)(=O)c2ccccc2[N+](=O)[O-])CC1, CO, CC(=O)O, [Na+], [Na+], [OH-]. The product is CNN1CCN(S(=O)(=O)c2ccccc2[N+](=O)[O-])CC1. Reaction SMILES: [C:21]([BH3-:22])#[N:23].[CH2:1]=[N:2][N:3]1[CH2:4][CH2:5][N:6]([S:9](=[O:10])(=[O:11])[c:12]2[c:13]([N+:18](=[O:19])[O-:20])[cH:14][cH:15][cH:16][cH:17]2)[CH2:7][CH2:8]1.[CH3:27][OH:28].[CH3:29][C:30](=[O:31])[OH:32].[Na+:24].[Na+:26].[OH-:25]>>[CH3:1][NH:2][N:3]1[CH2:4][CH2:5][N:6]([S:9](=[O:10])(=[O:11])[c:12]2[c:13]([N+:18](=[O:19])[O-:20])[cH:14][cH:15][cH:16][cH:17]2)[CH2:7][CH2:8]1. Reactants: [OH-].[Na+] (NaOH), Cl.COCNCCC(=O)C=1SC=CC1 (3-methoxymethylamino-1-(2-thienyl)-1-propanone hydrochloride salt), [BH4-].[Na+] (sodium borohydride). Solvent: O (water), CO (methanol). Reaction conditions: time 1 hour. The product is COCNCCC(O)C=1SC=CC1 (3-methoxymethylamino-1-(2-thienyl)propan-1-ol). Isolated yield 102.5%. Reaction SMILES: Cl.[CH3:2][O:3][CH2:4][NH:5][CH2:6][CH2:7][C:8]([C:10]1[S:11][CH:12]=[CH:13][CH:14]=1)=[O:9].[OH-].[Na+].[BH4-].[Na+]>CO.O>[CH3:2][O:3][CH2:4][NH:5][CH2:6][CH2:7][CH:8]([C:10]1[S:11][CH:12]=[CH:13][CH:14]=1)[OH:9] |f:0.1,2.3,4.5|. Reported procedure: 38.6 g of 3-methoxymethylamino-1-(2-thienyl)-1-propanone hydrochloride salt obtained in Step 1 was dissolved in 115 g of methanol and 40 g of water. The pH value of the resulting solution was adjusted to 11 by addition of 45% NaOH. 2.5 g of sodium borohydride was added, and the mixture was stirred for 1 hour. Afterward the reaction mixture was filtered, concentrated and extracted with 80 g of toluene. The organic layer was concentrated to obtain 33.8 g of 3-methoxymethylamino-1-(2-thienyl)propan... Starting materials: CC1(OC[C@@H](O1)CNC(CC(=O)N[C@H]1C(N(C2=C(CC1)C=CC=C2)CC2=CC=C(C=C2)C2=C(C=CC=C2)CNC(=O)NC)=O)(C)C)C (3-[[2,2-Dimethyl-1,3-dioxolan-4(S)-yl]methyl]amino-3-methyl-N-[2,3,4,5-tetrahydro-1-[[2'-[[[(methylamino)carbonyl]amino]methyl][1,1'-biphenyl]-4-yl]methyl]-2-oxo-1H-benzazepin-3(R)-yl]butanamide), FC(C(=O)O)(F)F (trifluoroacetic acid). Solvent: CO (methanol). Run at time 3 hour. The product is O[C@@H](CNC(CC(=O)N[C@H]1C(N(C2=C(CC1)C=CC=C2)CC2=CC=C(C=C2)C2=C(C=CC=C2)CNC(=O)NC)=O)(C)C)CO (3-[2(S),3-Dihydroxypropyl]amino-3-methyl-N-[2,3,4,5-tetrahydro-1-[[2'-[[[(methyl-amino)carbonyl]amino]methyl][1,1'-biphenyl]-4-yl]methyl]-2-oxo-1H-benzazepin-3(R)-yl]butanamide). The yield is 84.3%. RXN SMILES: CC1(C)[O:6][C@@H:5]([CH2:7][NH:8][C:9]([CH3:46])([CH3:45])[CH2:10][C:11]([NH:13][C@@H:14]2[CH2:20][CH2:19][C:18]3[CH:21]=[CH:22][CH:23]=[CH:24][C:17]=3[N:16]([CH2:25][C:26]3[CH:31]=[CH:30][C:29]([C:32]4[CH:37]=[CH:36][CH:35]=[CH:34][C:33]=4[CH2:38][NH:39][C:40]([NH:42][CH3:43])=[O:41])=[CH:28][CH:27]=3)[C:15]2=[O:44])=[O:12])[CH2:4][O:3]1.FC(F)(F)C(O)=O>CO>[OH:6][C@H:5]([CH2:4][OH:3])[CH2:7][NH:8][C:9]([CH3:45])([CH3:46])[CH2:10][C:11]([NH:13][C@@H:14]1[CH2:20][CH2:19][C:18]2[CH:21]=[CH:22][CH:23]=[CH:24][C:17]=2[N:16]([CH2:25][C:26]2[CH:27]=[CH:28][C:29]([C:32]3[CH:37]=[CH:36][CH:35]=[CH:34][C:33]=3[CH2:38][NH:39][C:40]([NH:42][CH3:43])=[O:41])=[CH:30][CH:31]=2)[C:15]1=[O:44])=[O:12]. Reported procedure: To a solution of 137 mg (0.213 mmol) of 3-[[2,2-dimethyl-1,3-dioxolan-4(S)-yl]methyl]amino-3-methyl-N-[2,3,4,5-tetrahydro-1-[[2'-[[[(methylamino)carbonyl]amino]methyl][1,1'-biphenyl]-4-yl]-methyl]-2-oxo-1H-benzazepin-3(R)-yl]butanamide (Step C) in 2 mL of methanol was added 2.0 mL of 50% aqueous trifluoroacetic acid. The resulting solution was stirred at room temperature for 3 hours at which time the solvent was removed under vacuum to give a solid which was purified by reverse phase medium pres... Reactants: NCc1ccccc1, CC#N, CCOC(=O)c1cn(C2CC2)c2c(F)c(F)c(F)c(F)c2c1=O, [K+], [K+], O=C([O-])[O-]. Product: CCOC(=O)c1cn(C2CC2)c2c(F)c(F)c(F)cc2c1=O. Reaction SMILES: [CH2:24]([NH2:25])[c:26]1[cH:27][cH:28][cH:29][cH:30][cH:31]1.[CH3:38][C:39]#[N:40].[CH:1]1([n:4]2[cH:5][c:6]([C:19](=[O:20])[O:21][CH2:22][CH3:23])[c:7](=[O:18])[c:8]3[c:9]([F:17])[c:10]([F:16])[c:11]([F:15])[c:12]([F:14])[c:13]23)[CH2:2][CH2:3]1.[K+:32].[K+:33].[O-:34][C:35]([O-:36])=[O:37]>>[CH:1]1([n:4]2[cH:5][c:6]([C:19](=[O:20])[O:21][CH2:22][CH3:23])[c:7](=[O:18])[c:8]3[cH:9][c:10]([F:16])[c:11]([F:15])[c:12]([F:14])[c:13]23)[CH2:2][CH2:3]1. Run in ClCCl (dichloromethane). Reported procedure: To a solution of 11β-acetyloxy-9-fluoro-17-(methylthio)androsta-1,4-diene-3-one (632 mg) in dry dichloromethane (20 ml) containing dry ethanethiol (0.6 ml) is added boron trifluoride etherate (0.25 ml). After one hour, the mixture is added to a NaHCO3 solution and extracted with chloroform. The chloroform solution is washed with water, dried (MgSO4 anhydrous), and evaporated to afford the title compound (620 mg) contaminated with a small amount of 11β-acetyloxy-9-fluoroandrosta-1,4-diene-3,17-di... Run at time 1 hour. Product: C(C)(=O)O[C@@H]1[C@@]2([C@]3(C=CC(C=C3CC[C@H]2[C@@H]2CCC([C@@]2(C)C1)(SC)SCC)=O)C)F (11β-Acetyloxy-17-(ethylthio)-9-fluoro-17-(methylthio)androsta-1,4-diene-3-one). The reactants are C(C)(=O)O[C@@H]1[C@@]2([C@]3(C=CC(C=C3CC[C@H]2[C@@H]2CCC([C@@]2(C)C1)SC)=O)C)F (11β-acetyloxy-9-fluoro-17-(methylthio)androsta-1,4-diene-3-one), C(C)S (ethanethiol), C(=O)(O)[O-].[Na+] (NaHCO3), B(F)(F)F.CCOCC (boron trifluoride etherate). Reaction SMILES: [C:1]([O:4][C@H:5]1[CH2:22][C@@:20]2([CH3:21])[C@@H:16]([CH2:17][CH2:18][CH:19]2[S:23][CH3:24])[C@H:15]2[C@@:6]1([F:27])[C@:7]1([CH3:26])[C:12]([CH2:13][CH2:14]2)=[CH:11][C:10](=[O:25])[CH:9]=[CH:8]1)(=[O:3])[CH3:2].[CH2:28]([SH:30])[CH3:29].B(F)(F)F.CCOCC.C([O-])(O)=O.[Na+]>ClCCl>[C:1]([O:4][C@H:5]1[CH2:22][C@@:20]2([CH3:21])[C@@H:16]([CH2:17][CH2:18][C:19]2([S:30][CH2:28][CH3:29])[S:23][CH3:24])[C@H:15]2[C@@:6]1([F:27])[C@:7]1([CH3:26])[C:12]([CH2:13][CH2:14]2)=[CH:11][C:10](=[O:25])[CH:9]=[CH:8]1)(=[O:3])[CH3:2] |f:2.3,4.5|. Starting materials: C(C)(C)(C)OC(NC1=C(C=C(C(=C1)Cl)Cl)[N+](=O)[O-])=O ((4,5-dichloro-2-nitro-phenyl)-carbamic acid tert.-butyl ester), C(C(C)C)NC (N-isobutyl-methylamine). Run in CS(=O)C (DMSO). Yields the product C(C)(C)(C)OC(NC1=C(C=C(C(=C1)N(C)CC(C)C)Cl)[N+](=O)[O-])=O ([4-Chloro-5-(isobutyl-methyl-amino)-2-nitro-phenyl]-carbamic acid tert-butyl ester), oil. Yield: 99.0%. As a reaction SMILES: [C:1]([O:5][C:6](=[O:19])[NH:7][C:8]1[CH:13]=[C:12](Cl)[C:11]([Cl:15])=[CH:10][C:9]=1[N+:16]([O-:18])=[O:17])([CH3:4])([CH3:3])[CH3:2].[CH2:20]([NH:24][CH3:25])[CH:21]([CH3:23])[CH3:22]>CS(C)=O>[C:1]([O:5][C:6](=[O:19])[NH:7][C:8]1[CH:13]=[C:12]([N:24]([CH2:20][CH:21]([CH3:23])[CH3:22])[CH3:25])[C:11]([Cl:15])=[CH:10][C:9]=1[N+:16]([O-:18])=[O:17])([CH3:4])([CH3:3])[CH3:2]. Reported procedure: The title compound was prepared from (4,5-dichloro-2-nitro-phenyl)-carbamic acid tert.-butyl ester (Example A20) (5.0 g, 16.3 mmol) and N-isobutyl-methylamine (7.09 g, 81.4 mmol) in DMSO (50 mL) at RT according to the general procedure C. Obtained as a brown oil (5.79 g, 99%).